This data is from the Open Reaction Database (ORD), a public repository of structured organic reaction records. The task is: describe an organic reaction: reactants, conditions, products, and yield Reactants: [Li]CCCC, ClCCl, O=C(O)C(Cc1ccccc1)N(Cc1ccccc1)Cc1ccccc1, CCCCCC, Cl, C1CCOC1, O. Product: O=C(C(Cl)Cl)C(Cc1ccccc1)N(Cc1ccccc1)Cc1ccccc1. Reaction SMILES: [CH2:1]([Li:2])[CH2:3][CH2:4][CH3:5].[CH2:6]([Cl:7])[Cl:8].[CH2:9]([c:10]1[cH:11][cH:12][cH:13][cH:14][cH:15]1)[N:16]([CH:17]([CH2:18][c:19]1[cH:20][cH:21][cH:22][cH:23][cH:24]1)[C:25](=[O:26])[OH:27])[CH2:28][c:29]1[cH:30][cH:31][cH:32][cH:33][cH:34]1.[CH3:36][CH2:37][CH2:38][CH2:39][CH2:40][CH3:41].[ClH:35].[O:42]1[CH2:43][CH2:44][CH2:45][CH2:46]1.[OH2:47]>>[CH:6]([Cl:7])([Cl:8])[C:25]([CH:17]([N:16]([CH2:9][c:10]1[cH:11][cH:12][cH:13][cH:14][cH:15]1)[CH2:28][c:29]1[cH:30][cH:31][cH:32][cH:33][cH:34]1)[CH2:18][c:19]1[cH:20][cH:21][cH:22][cH:23][cH:24]1)=[O:26]. Reaction SMILES: NC1(C2C=CC(C3C(=O)C4C(=CC([C:23]([NH2:25])=[O:24])=CC=4)OC=3C3C=CC=CC=3)=CC=2)CCC1.[C:32]([O:36][C:37](=[O:69])[NH:38][C:39]1([C:43]2[CH:48]=[CH:47][C:46]([C:49]3[C:58](=[O:59])[C:57]4[C:52](=[CH:53][C:54]([O:61][CH3:62])=[C:55](Br)[CH:56]=4)[O:51][C:50]=3[C:63]3[CH:68]=[CH:67][CH:66]=[CH:65][CH:64]=3)=[CH:45][CH:44]=2)[CH2:42][CH2:41][CH2:40]1)([CH3:35])([CH3:34])[CH3:33]>>[C:32]([O:36][C:37](=[O:69])[NH:38][C:39]1([C:43]2[CH:48]=[CH:47][C:46]([C:49]3[C:58](=[O:59])[C:57]4[C:52](=[CH:53][C:54]([O:61][CH3:62])=[C:55]([C:23](=[O:24])[NH2:25])[CH:56]=4)[O:51][C:50]=3[C:63]3[CH:68]=[CH:67][CH:66]=[CH:65][CH:64]=3)=[CH:45][CH:44]=2)[CH2:42][CH2:41][CH2:40]1)([CH3:35])([CH3:34])[CH3:33]. Procedure details: Following the procedure used to prepare 3-[4-(1-amino-cyclobutyl)-phenyl]-4-oxo-2-phenyl-4H-chromene-7-carboxylic acid amide, {1-[4-(6-bromo-7-methoxy-4-oxo-2-phenyl-4H-chromen-3-yl)-phenyl]-cyclobutyl}-carbamic acid tert-butyl ester (115 mg, 0.20 mmol) was reacted to give the title compound (40 mg, 37%). LCMS (Method B): RT=4.58 min, [M+H]+=541. The product is C(C)(C)(C)OC(NC1(CCC1)C1=CC=C(C=C1)C1=C(OC2=CC(=C(C=C2C1=O)C(N)=O)OC)C1=CC=CC=C1)=O ({1-[4-(6-Carbamoyl-7-methoxy-4-oxo-2-phenyl-4H-chromen-3-yl)-phenyl]-cyclobutyl}-carbamic acid tert-butylester). Yield: 37.0%. Reactants: NC1(CCC1)C1=CC=C(C=C1)C1=C(OC2=CC(=CC=C2C1=O)C(=O)N)C1=CC=CC=C1 (3-[4-(1-amino-cyclobutyl)-phenyl]-4-oxo-2-phenyl-4H-chromene-7-carboxylic acid amide), C(C)(C)(C)OC(NC1(CCC1)C1=CC=C(C=C1)C1=C(OC2=CC(=C(C=C2C1=O)Br)OC)C1=CC=CC=C1)=O ({1-[4-(6-bromo-7-methoxy-4-oxo-2-phenyl-4H-chromen-3-yl)-phenyl]-cyclobutyl}-carbamic acid tert-butyl ester). The reactants are C(C)OC(=O)CN1C=CN2N=CC=C21 (1-ethoxycarbonylmethyl-1H-imidazo[1,2-b]pyrazole), O (water), [H-].[Al+3].[Li+].[H-].[H-].[H-] (lithium aluminum hydride), [F-].[Na+] (sodium fluoride). Run in O1CCCC1 (tetrahydrofuran), O1CCCC1 (tetrahydrofuran). Yields the product OCCN1C=CN2N=CC=C21 (1-(2-hydroxyethyl)-1H-imidazo[1,2-b]-pyrazole). Yield: 77.0%. RXN SMILES: [H-].[Al+3].[Li+].[H-].[H-].[H-].C([O:9][C:10]([CH2:12][N:13]1[C:20]2[N:16]([N:17]=[CH:18][CH:19]=2)[CH:15]=[CH:14]1)=O)C.[F-].[Na+].O>O1CCCC1>[OH:9][CH2:10][CH2:12][N:13]1[C:20]2[N:16]([N:17]=[CH:18][CH:19]=2)[CH:15]=[CH:14]1 |f:0.1.2.3.4.5,7.8|. Procedure: To a suspension of lithium aluminum hydride (1.57 g) in tetrahydrofuran (80 ml) was dropwise added a solution of 1-ethoxycarbonylmethyl-1H-imidazo[1,2-b]pyrazole (8 g) in tetrahydrofuran (40 ml) at 50° C. The mixture was refluxed for 1 hour. The reaction mixture was cooled under ice-bath. To a cooled mixture was added sodium fluoride (6.95 g) and then water (2.23 ml) was added thereto under ice-cooling. The insoluble material was filtered off and the filtrate was evaporated to give the crystals.... The reactants are ketone, CC(CCCCCC)=O (2-octanone), [OH-].C[N+](C)(C)C (tetramethyl ammonium hydroxide), C(CC)#N (propionitrile), Ca(OH)2, nitrile. Solvent: O (water). Product: CC(C#N)=C(CCCCCC)C (2,3-Dimethyl-2-Nonene Nitrile). RXN SMILES: [CH3:1][C:2](=O)[CH2:3][CH2:4][CH2:5][CH2:6][CH2:7][CH3:8].[C:10](#[N:13])[CH2:11][CH3:12].[OH-].C[N+](C)(C)C>O>[CH3:12][C:11](=[C:2]([CH3:1])[CH2:3][CH2:4][CH2:5][CH2:6][CH2:7][CH3:8])[C:10]#[N:13] |f:2.3|. Procedure details: Into a 100 ml. flask, equipped with magnetic stirrer, thermometer, condensor and static nitrogen head, was placed 23.6 g. of 2-octanone (0.18 m), 22 g. of propionitrile (0.4 m), 7 g. of Ca(OH)2 (0.09 m), 7 g, of CaO (0.12 m), and 0.6 g. of 25% tetramethyl ammonium hydroxide in water. The solution was held at reflux for 64 hours, whereupon a gas chromatographic analysis of a sample of the reaction mixture showed 10.7% conversion of the ketone to the product nitrile. Starting materials: COc1ccc2c(c1)CCN=C2c1ccc(Br)cc1, Br, CC(=O)O. Yields the product Oc1ccc2c(c1)CCN=C2c1ccc(Br)cc1. As a reaction SMILES: [Br:1][c:2]1[cH:3][cH:4][c:5]([C:8]2=[N:9][CH2:10][CH2:11][c:12]3[cH:13][c:14]([O:18][CH3:19])[cH:15][cH:16][c:17]32)[cH:6][cH:7]1.[BrH:20].[CH3:21][C:22](=[O:23])[OH:24]>>[Br:1][c:2]1[cH:3][cH:4][c:5]([C:8]2=[N:9][CH2:10][CH2:11][c:12]3[cH:13][c:14]([OH:18])[cH:15][cH:16][c:17]32)[cH:6][cH:7]1.